Dataset: the Open Reaction Database (ORD), a public repository of structured organic reaction records. Task: describe an organic reaction: reactants, conditions, products, and yield Yields the product FC1=C(COC=2C=3N(C=C(C2)N2CCCC2)C(=C(N3)C)C(=O)O)C(=CC=C1)F (8-[(2,6-Difluorobenzyl)oxy]-2-methyl-6-(pyrrolidin-1-yl)imidazo[1,2-a]pyridine-3-carboxylic acid). Run in C1CCOC1.CO (THF methanol). RXN SMILES: [F:1][C:2]1[CH:29]=[CH:28][CH:27]=[C:26]([F:30])[C:3]=1[CH2:4][O:5][C:6]1[C:7]2[N:8]([C:17]([C:21]([O:23]CC)=[O:22])=[C:18]([CH3:20])[N:19]=2)[CH:9]=[C:10]([N:12]2[CH2:16][CH2:15][CH2:14][CH2:13]2)[CH:11]=1.[OH-].[Li+].Cl>C1COCC1.CO>[F:30][C:26]1[CH:27]=[CH:28][CH:29]=[C:2]([F:1])[C:3]=1[CH2:4][O:5][C:6]1[C:7]2[N:8]([C:17]([C:21]([OH:23])=[O:22])=[C:18]([CH3:20])[N:19]=2)[CH:9]=[C:10]([N:12]2[CH2:13][CH2:14][CH2:15][CH2:16]2)[CH:11]=1 |f:1.2,4.5|. Reactants: FC1=C(COC=2C=3N(C=C(C2)N2CCCC2)C(=C(N3)C)C(=O)OCC)C(=CC=C1)F (Ethyl 8-[(2,6-difluorobenzyl)oxy]-2-methyl-6-(pyrrolidin-1-yl)imidazo[1,2-a]pyridine-3-carboxylate), [OH-].[Li+] (lithium hydroxide), Cl (hydrochloric acid). Conditions: temperature 40 celsius, time 20 hour. Procedure: 90 mg of ethyl 8-[(2,6-difluorobenzyl)oxy]-2-methyl-6-(pyrrolidin-1-yl)imidazo[1,2-a]pyridine-3-carboxylate (Example 32A; 0.217 mmol, 1 equivalent) were dissolved in 6 ml of THF/methanol 5:1, 1.1 ml of 1N aqueous lithium hydroxide solution (1.1 mmol, 5 equivalents) were added and the mixture was warmed to 40° C. and stirred at this temperature for 20 h. The mixture was cooled, acidified to pH 4 with 6 N hydrochloric acid and concentrated. Water was added to the solid formed and the product was t... Reaction SMILES: [F:1][C:2]([F:9])([F:8])[CH2:3][S:4](Cl)(=[O:6])=[O:5].C(=O)([O-])[O-:11].[Ag+2:14]>>[S:4]([CH2:3][C:2]([F:9])([F:8])[F:1])([O-:11])(=[O:6])=[O:5].[Ag+:14] |f:1.2,3.4|. Yields the product S(=O)(=O)([O-])CC(F)(F)F.[Ag+] (silver tresylate). Starting materials: FC(CS(=O)(=O)Cl)(F)F (2,2,2-trifluoroethanesulfonyl chloride), crude acid, C([O-])([O-])=O.[Ag+2] (silver carbonate). Procedure details: The procedure of Example 2 was used except that the starting material was 4.30 mL of 2,2,2-trifluoroethanesulfonyl chloride. The crude acid was reacted with 10 g of silver carbonate giving after workup 10.63 g (99% yield) of silver tresylate. Isolated yield 99.0%.